This data is from the Open Reaction Database (ORD), a public repository of structured organic reaction records. The task is: describe an organic reaction: reactants, conditions, products, and yield Starting materials: ClCC1=NC2=CC=C(C=C2C=C1)OC (2-(Chloromethyl)-6-methoxyquinoline), CN (methylamine). Run at time 1.5 hour. Yields the product COC=1C=C2C=CC(=NC2=CC1)CNC (6-Methoxy-2-(methylamino)methylquinoline). The yield is 76.0%. RXN SMILES: Cl[CH2:2][C:3]1[CH:12]=[CH:11][C:10]2[C:5](=[CH:6][CH:7]=[C:8]([O:13][CH3:14])[CH:9]=2)[N:4]=1.[CH3:15][NH2:16]>>[CH3:14][O:13][C:8]1[CH:9]=[C:10]2[C:5](=[CH:6][CH:7]=1)[N:4]=[C:3]([CH2:2][NH:16][CH3:15])[CH:12]=[CH:11]2. Reported procedure: 2-(Chloromethyl)-6-methoxyquinoline (0.40 g, 2.05 mmol) was dissolved in ethanolic methylamine (15 mL, 33 wt % in EtOH) at 0° C. under a nitrogen atmosphere. After 10 minutes the reaction mixture was warmed to room temperature and stirring was continued for 1.5 hours. The reaction mixture was concentrated, partitioned between 10% K2CO3 /ethyl acetate, dried over MgSO4 and evaporated under reduced pressure to afford 0.30 g (76%) of a pale yellow oil which was used directly in the next step. Run in N1=CC=CC=C1 (pyridine). As a reaction SMILES: [CH3:1][CH:2]([CH2:17][CH3:18])[CH2:3][N:4]1[C:12]2[N:11]=[C:10]([CH2:13][CH3:14])[NH:9][C:8]=2[C:7](=O)[NH:6][C:5]1=[O:16].P12(SP3(SP(SP(S3)(S1)=S)(=S)S2)=S)=[S:20].[OH-].[Na+]>N1C=CC=CC=1>[CH3:1][CH:2]([CH2:17][CH3:18])[CH2:3][N:4]1[C:12]2[N:11]=[C:10]([CH2:13][CH3:14])[NH:9][C:8]=2[C:7](=[S:20])[NH:6][C:5]1=[O:16] |f:2.3|. The reactants are CC(CN1C(NC(C=2NC(=NC12)CC)=O)=O)CC (3-(2-Methylbutyl)-8-ethylxanthine), P12(=S)SP3(=S)SP(=S)(S1)SP(=S)(S2)S3 (phosphorus pentasulphide), [OH-].[Na+] (sodium hydroxide). Reported procedure: 3-(2-Methylbutyl)-8-ethylxanthine (13.33 gm) and phosphorus pentasulphide (14.23 gm) were refluxed in pyridine (190 ml) at a bath temperature of 140° C. After 4.5 hr, the brown solution was cooled to 10° C. and 2N sodium hydroxide (70 ml) was added. The pyridine was removed in vacuo from the suspension. Product: CC(CN1C(NC(C=2NC(=NC12)CC)=S)=O)CC (3-(2-Methylbutyl)-8-ethyl-6-thioxanthine). Run at temperature 10 celsius, time 4.5 hour. Starting materials: NC1=CC=C(C(=N1)N1C=C(C(C2=CC(=C(C(=C12)Cl)F)F)=O)C(=O)O)F (1-(6-Amino-3-fluoropyridin-2-yl)-8-chloro-6,7-difluoro-4-oxo-1,4-dihydroquinoline-3-carboxylic acid), aqueous solution, CN (methylamine). Run in N1=CC=CC=C1 (pyridine). Conditions: time 5 hour. Product: NC1=CC=C(C(=N1)N1C=C(C(C2=CC(=C(C(=C12)Cl)NC)F)=O)C(=O)O)F (1-(6-Amino-3-fluoropyridin-2-yl)-8-chloro-6-fluoro-7-methylamino-4-oxo-1,4-dihydroquinoline-3-carboxylic Acid). As a reaction SMILES: [NH2:1][C:2]1[N:7]=[C:6]([N:8]2[C:17]3[C:12](=[CH:13][C:14]([F:20])=[C:15](F)[C:16]=3[Cl:18])[C:11](=[O:21])[C:10]([C:22]([OH:24])=[O:23])=[CH:9]2)[C:5]([F:25])=[CH:4][CH:3]=1.[CH3:26][NH2:27]>N1C=CC=CC=1>[NH2:1][C:2]1[N:7]=[C:6]([N:8]2[C:17]3[C:12](=[CH:13][C:14]([F:20])=[C:15]([NH:27][CH3:26])[C:16]=3[Cl:18])[C:11](=[O:21])[C:10]([C:22]([OH:24])=[O:23])=[CH:9]2)[C:5]([F:25])=[CH:4][CH:3]=1. Procedure details: 1-(6-Amino-3-fluoropyridin-2-yl)-8-chloro-6,7-difluoro-4-oxo-1,4-dihydroquinoline-3-carboxylic acid (45 mg) and a 40% aqueous solution (50 mg) of methylamine were added to pyridine (200 mg), and the mixture was stirred at room temperature for 5 hours. The solvent was distilled off under reduced pressure, and ethanol (0.5 ml) was added to the residue. Deposits were collected by filtration and washed successively with methanol and diisopropyl ether to obtain the title compound (182 mg) as a yellow... Reactants: C(C=C)S (allylmercaptan), [Na] (sodium), C(C)OC1=NN=C(C=2CCCCC12)Cl (1-ethoxy-4-chloro-5,6,7,8-tetrahydro-phthalazine). Run in CO (methanol). The product is C(C)OC1=NN=C(C=2CCCCC12)SCC=C (1-ethoxy-4-allylthio-5,6,7,8-tetrahydrophthalazine). As a reaction SMILES: [Na].[CH2:2]([SH:5])[CH:3]=[CH2:4].[CH2:6]([O:8][C:9]1[C:18]2[CH2:17][CH2:16][CH2:15][CH2:14][C:13]=2[C:12](Cl)=[N:11][N:10]=1)[CH3:7]>CO>[CH2:6]([O:8][C:9]1[C:18]2[CH2:17][CH2:16][CH2:15][CH2:14][C:13]=2[C:12]([S:5][CH2:2][CH:3]=[CH2:4])=[N:11][N:10]=1)[CH3:7] |^1:0|. Reported procedure: 0.23 g(0.01 mol) of metallic sodium was dissolved in 100 ml of absolute methanol and then mixed with 0.93 ml (0.01 mol) of allylmercaptan. To this mixture was added 2.13 g(0.01 mol) of 1-ethoxy-4-chloro-5,6,7,8-tetrahydro-phthalazine obtained from Preparation 9. The reaction solution was refluxed for 3 hours and then treated according to the same manner as Example 1 to obtain the title compound as a freezing white crystal. Starting materials: C(C)(=O)N1CC2=C(N3C(=NC4=C3C=CC=C4)S2)CC1 (2-Acetyl-1,2,3,4-tetrahydropyrido[4',3':4,5]thiazolo[3,2-a]benzimidazole), [OH-].[Na+] (Sodium hydroxide). Solvent: C(C)O (ethanol). Conditions: time 1 hour. Yields the product C1NCCC2=C1SC1=NC3=C(N12)C=CC=C3 (1,2,3,4-Tetrahydropyrido[4',3':4,5]thiazolo[3,2-a]benzimidazole). Reaction SMILES: C([N:4]1[CH2:19][CH2:18][C:7]2[N:8]3[C:12]4[CH:13]=[CH:14][CH:15]=[CH:16][C:11]=4[N:10]=[C:9]3[S:17][C:6]=2[CH2:5]1)(=O)C.[OH-].[Na+]>C(O)C>[CH2:5]1[C:6]2[S:17][C:9]3[N:8]([C:7]=2[CH2:18][CH2:19][NH:4]1)[C:12]1[CH:13]=[CH:14][CH:15]=[CH:16][C:11]=1[N:10]=3 |f:1.2|. Procedure details: 2-Acetyl-1,2,3,4-tetrahydropyrido[4',3':4,5]thiazolo[3,2-a]benzimidazole (13.5 g., 0.05 mole) is dissolved in 100 ml. of absolute ethanol. Sodium hydroxide (3 ml. of 50% aqueous sodium hydroxide) is added and the reaction mixture is digested on the steam cone for one hour. It is then concentrated in vacuo and the residue is washed with water. The white crystalline material is filtered and dried to yield 7.3 g. of 1,2,3,4-tetrahydropyrido[4',3':4,5]thiazolo[3,2-a]benzimidazole, which is recrystal... Reactants: Cc1ccccc1, O=C(N1CCc2ccc(Cl)c(OS(=O)(=O)C(F)(F)F)c2CC1)C(F)(F)F, NCc1ccc(C(=O)NC2CCCCCC2)c(F)c1. Product: O=C(NC1CCCCCC1)c1ccc(CNc2c(Cl)ccc3c2CCN(C(=O)C(F)(F)F)CC3)cc1F. RXN SMILES: [CH3:46][c:47]1[cH:48][cH:49][cH:50][cH:51][cH:52]1.[Cl:1][c:2]1[c:3]([O:19][S:20]([C:21]([F:22])([F:23])[F:24])(=[O:25])=[O:26])[c:4]2[c:5]([cH:17][cH:18]1)[CH2:6][CH2:7][N:8]([C:11]([C:12]([F:13])([F:14])[F:15])=[O:16])[CH2:9][CH2:10]2.[NH2:27][CH2:28][c:29]1[cH:30][c:31]([F:45])[c:32]([C:33](=[O:34])[NH:35][CH:36]2[CH2:37][CH2:38][CH2:39][CH2:40][CH2:41][CH2:42]2)[cH:43][cH:44]1>>[Cl:1][c:2]1[c:3]([NH:27][CH2:28][c:29]2[cH:30][c:31]([F:45])[c:32]([C:33](=[O:34])[NH:35][CH:36]3[CH2:37][CH2:38][CH2:39][CH2:40][CH2:41][CH2:42]3)[cH:43][cH:44]2)[c:4]2[c:5]([cH:17][cH:18]1)[CH2:6][CH2:7][N:8]([C:11]([C:12]([F:13])([F:14])[F:15])=[O:16])[CH2:9][CH2:10]2. Reactants: ( 5.6 ), NC=1SC(=NN1)SCC1=CC=CC=C1 (2-amino-5-benzylthio-1,3,4-thiadiazole), OC=C(C(=O)OCC)C (ethyl 3-hydroxy-2-methyl-2-propenoate), polyphosphoric acid. The solvent is O (water). Conditions: time 45 minute. Product: C(C1=CC=CC=C1)SC1=NN2C(=NC=C(C2=O)C)S1 (2-benzylthio-6-methyl-5H-1,3,4-thiadiazolo[3,2-a]pyrimidin-5-one). Isolated yield 61.0%. Reaction SMILES: [NH2:1][C:2]1[S:3][C:4]([S:7][CH2:8][C:9]2[CH:14]=[CH:13][CH:12]=[CH:11][CH:10]=2)=[N:5][N:6]=1.[OH:15][CH:16]=[C:17]([CH3:23])[C:18](OCC)=O>O>[CH2:8]([S:7][C:4]1[S:3][C:2]2=[N:1][CH:18]=[C:17]([CH3:23])[C:16](=[O:15])[N:6]2[N:5]=1)[C:9]1[CH:10]=[CH:11][CH:12]=[CH:13][CH:14]=1. Procedure: Five point six (5.6) grams of the thus obtained 2-amino-5-benzylthio-1,3,4-thiadiazole and 3.6 g of ethyl 3-hydroxy-2-methyl-2-propenoate were mixed with 7.5 g of polyphosphoric acid, and the mixture was stirred at 130°-150° C. for 45 minutes. After cooling, water was added to the reaction mixture, and the mixture was extracted with chloroform. The organic layer was washed with an aqueous sodium hydrogen carbonate solution and water respectively, and dried over anhydrous sodium sulfate. The solv... Reactants: BrC1=CC(=C(C=O)C=C1)C (4-bromo-2-methylbenzaldehyde), [BH4-].[Na+] (sodium borohydride). Run in C(C)O (ethanol). Conditions: temperature 20 celsius, time 30 minute. The product is BrC1=CC(=C(C=C1)CO)C ((4-bromo-2-methylphenyl)methanol). Yield: 64.7%. As a reaction SMILES: [Br:1][C:2]1[CH:9]=[CH:8][C:5]([CH:6]=[O:7])=[C:4]([CH3:10])[CH:3]=1.[BH4-].[Na+]>C(O)C>[Br:1][C:2]1[CH:9]=[CH:8][C:5]([CH2:6][OH:7])=[C:4]([CH3:10])[CH:3]=1 |f:1.2|. Reported procedure: To a solution of 4-bromo-2-methylbenzaldehyde (1.99 g, 10 mmol) in ethanol (100 mL) was added sodium borohydride (0.76 g, 20 mmol) in portions at 0° C. The mixture was stirred for 30 minutes and warmed to 20° C. and stirred at the same temperature for 12 hours. The mixture was concentrated in vacuo to give (4-bromo-2-methylphenyl)methanol (1.3 g, 65%).